Dataset: the Open Reaction Database (ORD), a public repository of structured organic reaction records. Task: describe an organic reaction: reactants, conditions, products, and yield The reactants are CC1([C@@H](NC(O1)=O)C1=CC=CC=C1)C ((S)-5,5-dimethyl-4-phenyloxazolidin-2-one), CNCCNC (N,N′-dimethylethylenediamine), IC1=CC=C(C=C1)I (1,4-diiodobenzene), P(=O)([O-])([O-])[O-].[K+].[K+].[K+] (potassium phosphate). Reagents/catalysts: [Cu]I (copper (I) iodide). Run in O1CCOCC1 (dioxane). Conditions: temperature 100 celsius. The product is IC1=CC=C(C=C1)N1C(OC([C@@H]1C1=CC=CC=C1)(C)C)=O ((S)-3-(4-iodophenyl)-5,5-dimethyl-4-phenyloxazolidin-2-one). The yield is 61.2%. Reaction SMILES: [CH3:1][C:2]1([CH3:14])[O:6][C:5](=[O:7])[NH:4][C@H:3]1[C:8]1[CH:13]=[CH:12][CH:11]=[CH:10][CH:9]=1.[I:15][C:16]1[CH:21]=[CH:20][C:19](I)=[CH:18][CH:17]=1.P([O-])([O-])([O-])=O.[K+].[K+].[K+].CNCCNC>[Cu]I.O1CCOCC1>[I:15][C:16]1[CH:21]=[CH:20][C:19]([N:4]2[C@@H:3]([C:8]3[CH:9]=[CH:10][CH:11]=[CH:12][CH:13]=3)[C:2]([CH3:14])([CH3:1])[O:6][C:5]2=[O:7])=[CH:18][CH:17]=1 |f:2.3.4.5|. Procedure: A resealable tube was charged with (S)-5,5-dimethyl-4-phenyloxazolidin-2-one (commercially available from Sigma-Aldrich, Milwaukee, Wis.) (1.01 g, 5.28 mmol), 1,4-diiodobenzene (commercially available from Sigma-Aldrich, Milwaukee, Wis.) (3.48 g, 10.56 mmol), tribasic potassium phosphate (5.61 g, 26.4 mmol) and dioxane (20.0 mL). The mixture was purged with argon and then copper (I) iodide (1.006 g, 5.28 mmol) and N,N′-dimethylethylenediamine (1.137 mL, 10.56 mmol) were added. The system was pur... The reactants are CC(=O)OC1CSC(Br)C(OC(C)=O)C1OC(C)=O, O=[N+]([O-])c1ccc(S)cc1. The product is CC(=O)OC1CSC(Sc2ccc([N+](=O)[O-])cc2)C(OC(C)=O)C1OC(C)=O. Reaction SMILES: [C:11]([CH3:12])(=[O:13])[O:14][CH:15]1[CH:16]([Br:29])[S:17][CH2:18][CH:19]([O:25][C:26]([CH3:27])=[O:28])[CH:20]1[O:21][C:22]([CH3:23])=[O:24].[N+:1](=[O:2])([O-:3])[c:4]1[cH:5][cH:6][c:7]([SH:10])[cH:8][cH:9]1>>[N+:1](=[O:2])([O-:3])[c:4]1[cH:5][cH:6][c:7]([S:10][CH:16]2[CH:15]([O:14][C:11]([CH3:12])=[O:13])[CH:20]([O:21][C:22]([CH3:23])=[O:24])[CH:19]([O:25][C:26]([CH3:27])=[O:28])[CH2:18][S:17]2)[cH:8][cH:9]1. Starting materials: CCCCC(C)CC(=O)CP(=O)(OC)OC, CCOC(=O)c1csc(SCCN2C(=O)OCC2C=O)n1, COC(=O)CCCC=CCC1C(Cl)CC(OC2CCCCO2)C1C=O. Yields the product CCCCC(C)CC(=O)C=CC1C(OC2CCCCO2)CC(Cl)C1CC=CCCCC(=O)OC. As a reaction SMILES: [CH3:47][CH:48]([CH2:49][C:50]([CH2:51][P:52](=[O:53])([O:54][CH3:55])[O:56][CH3:57])=[O:58])[CH2:59][CH2:60][CH2:61][CH3:62].[CH:26]([CH:27]1[CH2:28][O:29][C:30](=[O:31])[N:32]1[CH2:33][CH2:34][S:35][c:36]1[s:37][cH:38][c:39]([C:40]([O:41][CH2:42][CH3:43])=[O:44])[n:45]1)=[O:46].[Cl:1][CH:2]1[CH2:3][CH:4]([O:19][CH:20]2[O:21][CH2:22][CH2:23][CH2:24][CH2:25]2)[CH:5]([CH:17]=[O:18])[CH:6]1[CH2:7][CH:8]=[CH:9][CH2:10][CH2:11][CH2:12][C:13](=[O:14])[O:15][CH3:16]>>[Cl:1][CH:2]1[CH2:3][CH:4]([O:19][CH:20]2[O:21][CH2:22][CH2:23][CH2:24][CH2:25]2)[CH:5]([CH:17]=[CH:51][C:50]([CH2:49][CH:48]([CH3:47])[CH2:59][CH2:60][CH2:61][CH3:62])=[O:58])[CH:6]1[CH2:7][CH:8]=[CH:9][CH2:10][CH2:11][CH2:12][C:13](=[O:14])[O:15][CH3:16]. Starting materials: CCn1c(-c2nc(Br)cnc2N)nc2cnccc21, O=C([O-])[O-], CC#N, [K+], [K+], O, Cl[Pd]Cl, OB(O)c1ccccc1, c1ccc(P(c2ccccc2)c2ccccc2)cc1, c1ccc(P(c2ccccc2)c2ccccc2)cc1. The product is CCn1c(-c2nc(-c3ccccc3)cnc2N)nc2cnccc21. Reaction SMILES: [Br:1][c:2]1[n:3][c:4](-[c:9]2[n:10]([CH2:18][CH3:19])[c:11]3[c:12]([cH:13][n:14][cH:15][cH:16]3)[n:17]2)[c:5]([NH2:8])[n:6][cH:7]1.[C:29](=[O:30])([O-:31])[O-:32].[CH3:35][C:36]#[N:37].[K+:33].[K+:34].[OH2:79].[Pd:38]([Cl:39])[Cl:40].[c:20]1([B:26]([OH:27])[OH:28])[cH:21][cH:22][cH:23][cH:24][cH:25]1.[c:41]1([P:42]([c:43]2[cH:44][cH:45][cH:46][cH:47][cH:48]2)[c:49]2[cH:50][cH:51][cH:52][cH:53][cH:54]2)[cH:55][cH:56][cH:57][cH:58][cH:59]1.[c:60]1([P:61]([c:62]2[cH:63][cH:64][cH:65][cH:66][cH:67]2)[c:68]2[cH:69][cH:70][cH:71][cH:72][cH:73]2)[cH:74][cH:75][cH:76][cH:77][cH:78]1>>[c:2]1(-[c:20]2[cH:21][cH:22][cH:23][cH:24][cH:25]2)[n:3][c:4](-[c:9]2[n:10]([CH2:18][CH3:19])[c:11]3[c:12]([cH:13][n:14][cH:15][cH:16]3)[n:17]2)[c:5]([NH2:8])[n:6][cH:7]1.